From a dataset of the Open Reaction Database (ORD), a public repository of structured organic reaction records. describe an organic reaction: reactants, conditions, products, and yield Reactants: C1=CC=C(C=C1)CCO (β-phenethyl alcohol), C(#N)CC(=O)O (cyanoacetic acid). Reagents/catalysts: CN(C1=CC=NC=C1)C (4-dimethylaminopyridine). The solvent is CN(C)C=O (DMF), CN(C)C=O (DMF), CN(C)C=O (DMF), CN(C)C=O (DMF). Conditions: temperature 0 celsius, time 18 hour. Product: C(#N)CC(=O)OCCC1=CC=CC=C1 (phenethyl cyanoacetate). The yield is 44.0%. RXN SMILES: [CH:1]1[CH:6]=[CH:5][C:4]([CH2:7][CH2:8][OH:9])=[CH:3][CH:2]=1.[C:10]([CH2:12][C:13](O)=[O:14])#[N:11]>CN(C=O)C.CN(C)C1C=CN=CC=1>[C:10]([CH2:12][C:13]([O:9][CH2:8][CH2:7][C:4]1[CH:5]=[CH:6][CH:1]=[CH:2][CH:3]=1)=[O:14])#[N:11]. Procedure: To a solution of β-phenethyl alcohol (3.6 ml, 30.0 mmol) in DMF (30 ml) was added cyanoacetic acid (2.55 g, 30.0 mmol) in DMF (20 ml) and the whole was cooled to 0° C. 1-Ethyl-3-(3-dimethylaminopropyl)carbodiimido (4.66 g, 30.0 mmol) in DMF (5 ml) and 4-dimethylaminopyridine (0.37 g, 3.0 mmol) in DMF (10 ml) were then added to the mixture in that order at 0° C. and stirring was continued for 1 hour at this temperature and 18 hours at room temperature. The reaction mixture was concentrated in vac... Reactants: N(=NC(=O)OC(C)C)C(=O)OC(C)C (diisopropyl azodicarboxylate), N1C(=NC2=C1C=CC=C2)C(=O)N([C@@H]2CN(C[C@@H](C2)C(=O)N2CCOCC2)C(=O)OC(C)(C)C)CC(C)C (tert-Butyl (3S, 5R)-3-{(1H-benzimidazol-2-ylcarbonyl)(2-methylpropyl)amino}-5-(morpholin-4-ylcarbonyl)piperidine-1-carboxylate), COCCCO (3-methoxypropan-1-ol), C1(=CC=CC=C1)P(C1=CC=CC=C1)C1=CC=CC=C1 (triphenylphosphine). Solvent: C1CCOC1 (THF), O (water). Conditions: time 60 hour. Yields the product COCCCN1C(=NC2=C1C=CC=C2)C(=O)N([C@@H]2CNC[C@@H](C2)C(=O)N2CCOCC2)CC(C)C (1-(3-methoxypropyl)-N-(2-methylpropyl)-N-[(3S, 5R)-5-(morpholin-4-ylcarbonyl)piperidin-3-yl]-1H-benzimidazole-2-carboxamide). Isolated yield 27.2%. Reaction SMILES: [NH:1]1[C:5]2[CH:6]=[CH:7][CH:8]=[CH:9][C:4]=2[N:3]=[C:2]1[C:10]([N:12]([CH2:34][CH:35]([CH3:37])[CH3:36])[C@H:13]1[CH2:18][C@@H:17]([C:19]([N:21]2[CH2:26][CH2:25][O:24][CH2:23][CH2:22]2)=[O:20])[CH2:16][N:15](C(OC(C)(C)C)=O)[CH2:14]1)=[O:11].[CH3:38][O:39][CH2:40][CH2:41][CH2:42]O.C1(P(C2C=CC=CC=2)C2C=CC=CC=2)C=CC=CC=1.N(C(OC(C)C)=O)=NC(OC(C)C)=O>C1COCC1.O>[CH3:38][O:39][CH2:40][CH2:41][CH2:42][N:3]1[C:4]2[CH:9]=[CH:8][CH:7]=[CH:6][C:5]=2[N:1]=[C:2]1[C:10]([N:12]([CH2:34][CH:35]([CH3:36])[CH3:37])[C@H:13]1[CH2:18][C@@H:17]([C:19]([N:21]2[CH2:26][CH2:25][O:24][CH2:23][CH2:22]2)=[O:20])[CH2:16][NH:15][CH2:14]1)=[O:11]. Procedure: tert-Butyl (3S, 5R)-3-{(1H-benzimidazol-2-ylcarbonyl)(2-methylpropyl)amino}-5-(morpholin-4-ylcarbonyl)piperidine-1-carboxylate (700 mg), 3-methoxypropan-1-ol (123 mg) and triphenylphosphine (465 mg) were dissolved in THF (20 ml), diisopropyl azodicarboxylate (40% toluene solution: 896 mg) was added, and the mixture was stirred at room temperature for 60 hr. The reaction mixture was diluted with water, and the mixture was extracted with ethyl acetate. The extract was saturated aqueous sodium hydr... Procedure details: The title compound, white solid (60 mg, 77%), MS (ISP) m/z=312.5 [(M+H)+], mp 295° C., was prepared in accordance with the general method of example 1 from 6-bromo-8-chloro-10-methyl-3,4-dihydro-2H-pyrazino[1,2-a]indol-1-one (intermediate 12) (78.4 mg, 0.25 mmol) and commercially available pyridine-4-ylboronic acid (39.9 mg, 0.325 mmol). Reactants: solid, BrC1=CC(=CC=2C(=C3N(C12)CCNC3=O)C)Cl (6-bromo-8-chloro-10-methyl-3,4-dihydro-2H-pyrazino[1,2-a]indol-1-one), BrC1=CC(=CC=2C(=C3N(C12)CCNC3=O)C)Cl (6-bromo-8-chloro-10-methyl-3,4-dihydro-2H-pyrazino[1,2-a]indol-1-one), N1=CC=C(C=C1)B(O)O (pyridine-4-ylboronic acid). Yields the product ClC1=CC=2C(=C3N(C2C(=C1)C1=CC=NC=C1)CCNC3=O)C (8-Chloro-10-methyl-6-pyridin-4-yl-3,4-dihydro-2H-pyrazino[1,2-a]indol-1-one). As a reaction SMILES: Br[C:2]1[C:10]2[N:9]3[CH2:11][CH2:12][NH:13][C:14](=[O:15])[C:8]3=[C:7]([CH3:16])[C:6]=2[CH:5]=[C:4]([Cl:17])[CH:3]=1.[N:18]1[CH:23]=[CH:22][C:21](B(O)O)=[CH:20][CH:19]=1>>[Cl:17][C:4]1[CH:3]=[C:2]([C:21]2[CH:22]=[CH:23][N:18]=[CH:19][CH:20]=2)[C:10]2[N:9]3[CH2:11][CH2:12][NH:13][C:14](=[O:15])[C:8]3=[C:7]([CH3:16])[C:6]=2[CH:5]=1. Starting materials: CN(C)C(=O)c1ccnc(Br)c1, [Li]CCCC, COc1cc(Br)c(C(OC)OC)cc1OC, CC(=O)O, C1CCOC1, O. Product: COc1cc(C(=O)c2ccnc(Br)c2)c(C(OC)OC)cc1OC. Reaction SMILES: [Br:22][c:23]1[cH:24][c:25]([C:26](=[O:27])[N:28]([CH3:29])[CH3:30])[cH:31][cH:32][n:33]1.[CH2:17]([Li:18])[CH2:19][CH2:20][CH3:21].[CH3:1][O:2][CH:3]([c:4]1[c:5]([Br:14])[cH:6][c:7]([O:12][CH3:13])[c:8]([O:10][CH3:11])[cH:9]1)[O:15][CH3:16].[CH3:34][C:35](=[O:36])[OH:37].[O:38]1[CH2:39][CH2:40][CH2:41][CH2:42]1.[OH2:43]>>[CH3:1][O:2][CH:3]([c:4]1[c:5]([C:26]([c:25]2[cH:24][c:23]([Br:22])[n:33][cH:32][cH:31]2)=[O:27])[cH:6][c:7]([O:12][CH3:13])[c:8]([O:10][CH3:11])[cH:9]1)[O:15][CH3:16]. The reactants are C#CCn1nc2ccccn2c1=O, C#C, Cc1nnc2n1-c1ccc(I)cc1C(c1ccccc1F)=NC2, O. The product is Cc1nnc2n1-c1ccc(C#CCn3nc4ccccn4c3=O)cc1C(c1ccccc1F)=NC2. Reaction SMILES: [CH2:24]([C:25]#[CH:26])[n:27]1[n:28][c:29]2[n:30]([cH:31][cH:32][cH:33][cH:34]2)[c:35]1=[O:36].[CH:37]#[CH:38].[F:1][c:2]1[c:3]([C:8]2=[N:9][CH2:10][c:11]3[n:12]([c:20]([CH3:23])[n:21][n:22]3)-[c:13]3[c:14]2[cH:15][c:16]([I:19])[cH:17][cH:18]3)[cH:4][cH:5][cH:6][cH:7]1.[OH2:39]>>[F:1][c:2]1[c:3]([C:8]2=[N:9][CH2:10][c:11]3[n:12]([c:20]([CH3:23])[n:21][n:22]3)-[c:13]3[c:14]2[cH:15][c:16]([C:26]#[C:25][CH2:24][n:27]2[n:28][c:29]4[n:30]([cH:31][cH:32][cH:33][cH:34]4)[c:35]2=[O:36])[cH:17][cH:18]3)[cH:4][cH:5][cH:6][cH:7]1.